This data is from the Open Reaction Database (ORD), a public repository of structured organic reaction records. The task is: describe an organic reaction: reactants, conditions, products, and yield Reactants: BrC=1C=C2C(=COC(C2=CC1)=O)C(=O)OC (6-Bromo-1-oxo-1H-isochromene-4-carboxylic acid, methyl ester), C(C1=CC=CC=C1)N (benzylamine). The solvent is CO (methanol). The product is C(C1=CC=CC=C1)N1C(C2=CC=C(C=C2C(=C1)C(=O)OC)Br)=O (2-Benzyl-6-bromo-1-oxo-1,2-dihydroisoquinoline-4-carboxylic acid, methyl ester). As a reaction SMILES: [Br:1][C:2]1[CH:3]=[C:4]2[C:9](=[CH:10][CH:11]=1)[C:8](=[O:12])O[CH:6]=[C:5]2[C:13]([O:15][CH3:16])=[O:14].[CH2:17]([NH2:24])[C:18]1[CH:23]=[CH:22][CH:21]=[CH:20][CH:19]=1>CO>[CH2:17]([N:24]1[CH:6]=[C:5]([C:13]([O:15][CH3:16])=[O:14])[C:4]2[C:9](=[CH:10][CH:11]=[C:2]([Br:1])[CH:3]=2)[C:8]1=[O:12])[C:18]1[CH:23]=[CH:22][CH:21]=[CH:20][CH:19]=1. Reported procedure: A mixture of the product of Example 37 step ii) (5 g) and benzylamine (3 mL) in methanol (20 mL) was heated at reflux for 40 hours. The reaction was concentrated to half volume, then treated with acetonitrile. The sub-title compound was collected by filtration, washing with acetonitrile (5.30 g). The solvent is CCCCCC (hexane). Product: NC=1SC(=C(N1)/C(/C(=O)O)=N/OCC(=O)OC(C)(C)C)Cl (2-(2-Amino-5-chlorothiazol-4-yl)-2(Z)-(tert-butoxycarbonylmethoxyimino)acetic acid). The yield is 97.2%. The reactants are NC=1SC=C(N1)/C(/C(=O)O)=N/OCC(=O)OC(C)(C)C (2-(2-aminothiazol-4-yl)-2(Z)-(tert-butoxycarbonylmethoxyimino)acetic acid), ClN1C(CCC1=O)=O (N-chlorosuccinimide). As a reaction SMILES: [NH2:1][C:2]1[S:3][CH:4]=[C:5](/[C:7](=[N:11]/[O:12][CH2:13][C:14]([O:16][C:17]([CH3:20])([CH3:19])[CH3:18])=[O:15])/[C:8]([OH:10])=[O:9])[N:6]=1.[Cl:21]N1C(=O)CCC1=O>CCCCCC>[NH2:1][C:2]1[S:3][C:4]([Cl:21])=[C:5](/[C:7](=[N:11]/[O:12][CH2:13][C:14]([O:16][C:17]([CH3:20])([CH3:19])[CH3:18])=[O:15])/[C:8]([OH:10])=[O:9])[N:6]=1. Procedure details: Six grams of 2-(2-aminothiazol-4-yl)-2(Z)-(tert-butoxycarbonylmethoxyimino)acetic acid and 3.2 g of N-chlorosuccinimide are reacted in the manner of Reference Example 35 and the product obtained is solidified by treating hexane to give 6.5 g of the above-identified compound as a powder.